The task is: describe an organic reaction: reactants, conditions, products, and yield. This data is from the Open Reaction Database (ORD), a public repository of structured organic reaction records. Starting materials: [OH-].[K+] (KOH), COC(C1=CC(=C(C=C1)O)O)=O (3,4-dihydroxybenzoic acid methyl ester), BrCCBr (1,2-dibromoethane). The solvent is CO (MeOH). The product is O1C2=C(OCC1)C=C(C=C2)C(=O)OC (methyl 2,3-dihydrobenzo[b][1,4]dioxine-6-carboxylate), material. The yield is 13.0%. Reaction SMILES: [CH3:1][O:2][C:3](=[O:12])[C:4]1[CH:9]=[CH:8][C:7]([OH:10])=[C:6]([OH:11])[CH:5]=1.Br[CH2:14][CH2:15]Br.[OH-].[K+]>CO>[O:10]1[CH2:15][CH2:14][O:11][C:6]2[CH:5]=[C:4]([C:3]([O:2][CH3:1])=[O:12])[CH:9]=[CH:8][C:7]1=2 |f:2.3|. Reported procedure: A mixture of 3,4-dihydroxybenzoic acid methyl ester (5.2 g, 31 mmol), 1,2-dibromoethane (2.9 mL, 34 mmol), and pulverized KOH (3.8 g, 68 mmol) in MeOH was heated at reflux for 30 hrs. After removal of the solvent under reduced pressure, the residue was partitioned between ethyl acetate and water. The ethyl acetate layer was washed with water, dried over MgSO4, concentrated in vacuo and purified by purified by column chromatography on silica gel eluting with 40% ethyl acetate in hexane to yield m... The reactants are E2, FC=1C=C(C=CC1OC1=NC(=CC=C1)C(F)(F)F)CO ((3-fluoro-4-((6-(trifluoromethyl)pyridine-2-yl)oxy)phenyl)methanol), ClC1=NC(N2C(N(CCC2)C)=C1)=O (8-chloro-1-methyl-3,4-dihydro-1H-pyrimido[1,6-a]pyrimidin-6(2H)-one). The product is FC=1C=C(COC2=NC(N3C(N(CCC3)C)=C2)=O)C=CC1OC1=NC(=CC=C1)C(F)(F)F (8-((3-fluoro-4-((6-(trifluoromethyl)pyridin-2-yl)oxy)benzyl)oxy)-1-methyl-3,4-dihydro-1H-pyrimido[1,6-a]pyrimidin-6(2H)-one). As a reaction SMILES: [F:1][C:2]1[CH:3]=[C:4]([CH2:19][OH:20])[CH:5]=[CH:6][C:7]=1[O:8][C:9]1[CH:14]=[CH:13][CH:12]=[C:11]([C:15]([F:18])([F:17])[F:16])[N:10]=1.Cl[C:22]1[CH:32]=[C:26]2[N:27]([CH3:31])[CH2:28][CH2:29][CH2:30][N:25]2[C:24](=[O:33])[N:23]=1>>[F:1][C:2]1[CH:3]=[C:4]([CH:5]=[CH:6][C:7]=1[O:8][C:9]1[CH:14]=[CH:13][CH:12]=[C:11]([C:15]([F:16])([F:17])[F:18])[N:10]=1)[CH2:19][O:20][C:22]1[CH:32]=[C:26]2[N:27]([CH3:31])[CH2:28][CH2:29][CH2:30][N:25]2[C:24](=[O:33])[N:23]=1. Reported procedure: The title compound or its salt was prepared by a procedure similar to that described for E2 starting from (3-fluoro-4-((6-(trifluoromethyl)pyridine-2-yl)oxy)phenyl)methanol and 8-chloro-1-methyl-3,4-dihydro-1H-pyrimido[1,6-a]pyrimidin-6(2H)-one. Reactants: CC1=CC2=C(N=C(S2)C(CC(C(F)F)=O)=O)C=C1 (1-(6-methylbenzothiazol-2-yl)-4,4-difluorobutane-1,3-dione), Cl.CS(=O)(=O)C1=CC=C(C=C1)NN (4-methylsulfonylphenylhydrazine hydrochloride). The product is CC1=CC2=C(N=C(S2)C2=CC(=NN2C2=CC=C(C=C2)S(=O)(=O)C)C(F)F)C=C1 (6-methyl-2-[1-(4-methylsulfonylphenyl)-3-difluoromethyl-1H-pyrazol-5-yl]benzothiazole). The yield is 84.0%. As a reaction SMILES: [CH3:1][C:2]1[CH:18]=[CH:17][C:5]2[N:6]=[C:7]([C:9](=O)[CH2:10][C:11](=O)[CH:12]([F:14])[F:13])[S:8][C:4]=2[CH:3]=1.Cl.[CH3:20][S:21]([C:24]1[CH:29]=[CH:28][C:27]([NH:30][NH2:31])=[CH:26][CH:25]=1)(=[O:23])=[O:22]>>[CH3:1][C:2]1[CH:18]=[CH:17][C:5]2[N:6]=[C:7]([C:9]3[N:30]([C:27]4[CH:26]=[CH:25][C:24]([S:21]([CH3:20])(=[O:23])=[O:22])=[CH:29][CH:28]=4)[N:31]=[C:11]([CH:12]([F:14])[F:13])[CH:10]=3)[S:8][C:4]=2[CH:3]=1 |f:1.2|. Procedure details: The procedure of Example 9 was repeated using 1-(6-methylbenzothiazol-2-yl)-4,4-difluorobutane-1,3-dione and 4-methylsulfonylphenylhydrazine hydrochloride as the starting materials to obtain 6-methyl-2-[1-(4-methylsulfonylphenyl)-3-difluoromethyl-1H-pyrazol-5-yl]benzothiazole (yield, 84%). NMR(CDCl3) δ: 2.51 (3H, s), 3.10 (3H, s), 6.80 (1H, t, J=54.8 Hz), 7.19 (1H, s), 7.33 (1H, app d, J=8.3 Hz), 7.68 (1H, bs), 7.71-7.74 (2H, m), 7.81 (1H, d, J=8.6 Hz), 8.01-8.04 (2H, m); mp 183-184° C. (ethanol... The reactants are diazonium, NC1=C(C=CC(=C1)OC)C=1C=C2C=C(C(=CC2=CC1)OC)OC (6-(2-Amino-4-methoxyphenyl)-2,3-dimethoxynaphthalene), Cl (hydrochloric acid), N(=O)[O-].[Na+] (sodium nitrite), O (water). Run in C(C)(=O)O (acetic acid). Reaction conditions: time 8 hour. The product is [N+](=O)([O-])C1=C(C=CC=C1)C=1C=C2C=C(C(=CC2=CC1)OC)OC (6-(2-Nitrophenyl)-2,3-dimethoxynaphthalene). Yield: 41.4%. RXN SMILES: N[C:2]1[CH:7]=[C:6](OC)[CH:5]=[CH:4][C:3]=1[C:10]1[CH:11]=[C:12]2[C:17](=[CH:18][CH:19]=1)[CH:16]=[C:15]([O:20][CH3:21])[C:14]([O:22][CH3:23])=[CH:13]2.Cl.[N:25]([O-:27])=[O:26].[Na+].O>C(O)(=O)C>[N+:25]([C:2]1[CH:7]=[CH:6][CH:5]=[CH:4][C:3]=1[C:10]1[CH:11]=[C:12]2[C:17](=[CH:18][CH:19]=1)[CH:16]=[C:15]([O:20][CH3:21])[C:14]([O:22][CH3:23])=[CH:13]2)([O-:27])=[O:26] |f:2.3|. Reported procedure: 6-(2-Amino-4-methoxyphenyl)-2,3-dimethoxynaphthalene (32) (12 mg, 0.039 mmol) was dissolved in acetic acid (0.6 mL) and concentrated hydrochloric acid (0.06 mL). The solution was cooled in an ice bath and diazotized by the dropwise addition of a solution of sodium nitrite (0.026 g in 0.5 mL water). The resulting diazonium solution was allowed to rise to room temperature slowly and left overnight. To the resulting red solution which contained some precipitate was added 30 mL water and the mixture...